This data is from the Open Reaction Database (ORD), a public repository of structured organic reaction records. The task is: describe an organic reaction: reactants, conditions, products, and yield Starting materials: C(C1=CC=CC=C1)OC1=C(C=C(C(=C1)OCC1=CC=CC=C1)C(C)C)C(C)=O (1-(2,4-Bis-benzyloxy-5-isopropyl-phenyl)-ethanone), [O-]CC.[Na+] (sodium ethoxide), [Na] (Sodium), [O-]CC.[Na+] (sodium ethoxide), C(C(=O)OCC)(=O)OCC (Diethyl oxalate). Solvent: C(C)O (ethanol), C(C)O (ethanol). Run at time 25 minute. Yields the product C(C)OC(C(=CC(=O)C1=C(C=C(C(=C1)C(C)C)OCC1=CC=CC=C1)OCC1=CC=CC=C1)O)=O (4-(2,4-Bis-benzyloxy-5-isopropyl-phenyl)-2-hydroxy-4-oxo-but-2-enoic acid ethyl ester). As a reaction SMILES: [Na].[O-]CC.[Na+].[CH2:6]([O:13][C:14]1[CH:19]=[C:18]([O:20][CH2:21][C:22]2[CH:27]=[CH:26][CH:25]=[CH:24][CH:23]=2)[C:17]([CH:28]([CH3:30])[CH3:29])=[CH:16][C:15]=1[C:31](=[O:33])[CH3:32])[C:7]1[CH:12]=[CH:11][CH:10]=[CH:9][CH:8]=1.[C:34](OCC)(=[O:40])[C:35]([O:37][CH2:38][CH3:39])=[O:36]>C(O)C>[CH2:38]([O:37][C:35](=[O:36])[C:34]([OH:40])=[CH:32][C:31]([C:15]1[CH:16]=[C:17]([CH:28]([CH3:30])[CH3:29])[C:18]([O:20][CH2:21][C:22]2[CH:23]=[CH:24][CH:25]=[CH:26][CH:27]=2)=[CH:19][C:14]=1[O:13][CH2:6][C:7]1[CH:8]=[CH:9][CH:10]=[CH:11][CH:12]=1)=[O:33])[CH3:39] |f:1.2,^1:0|. Procedure: Sodium (2.8 eq) was added to ethanol under nitrogen at room temperature and stirred for 25 minutes to generate sodium ethoxide. 1-(2,4-Bis-benzyloxy-5-isopropyl-phenyl)-ethanone (1 eq) was dissolved in further ethanol and added to the sodium ethoxide solution. Diethyl oxalate (1.64 eq) was added and the reaction mixture heated to reflux for 4 hours. The mixture was allowed to cool to room temperature and enough 1MHCl (aq) was added to acidify the reaction mixture, which was then concentrated in ... Reactants: FC1=C(C(=CC=C1)N)N (3-fluorobenzene-1,2-diamine), C(C)O (ethanol), FC(C(C(=O)OCC)=O)(F)F (ethyl trifluoropyruvate), diamines, diamines. Run in ClCCl.CN(C=O)C (dichloromethane dimethylformamide). Conditions: temperature 90 celsius, time 3 hour. The product is FC=1C=CC=C2N=C(C(=NC12)O)C(F)(F)F (8-fluoro-3-(trifluoromethyl)quinoxalin-2-ol). Isolated yield 196.5%. RXN SMILES: [F:1][C:2]1[CH:7]=[CH:6][CH:5]=[C:4]([NH2:8])[C:3]=1[NH2:9].C(O)C.[F:13][C:14]([F:23])([F:22])[C:15](=O)[C:16](OCC)=[O:17]>ClCCl.CN(C)C=O>[F:1][C:2]1[CH:7]=[CH:6][CH:5]=[C:4]2[C:3]=1[N:9]=[C:16]([OH:17])[C:15]([C:14]([F:23])([F:22])[F:13])=[N:8]2 |f:3.4|. Procedure details: To an ACE sealable tube was added 3-fluorobenzene-1,2-diamine (475.99 mg, 3.77 mmol), ethanol (5 ml) and ethyl trifluoropyruvate (0.500 ml, 3.77 mmol) at rt. The tube was sealed and placed in an oil bath at 90° C. The mixture was stirred at 90° C. for 3 hr, cooled to rt and the LC/MS showed starting diamines and three new peaks. More ethyl trifluoropyruvaate (0.2 ml) was added and the mixture was stirred at 90° C. overnight. The reaction mixture was cooled to rt and LC/MS showed no diamines, and... Starting materials: CC(C)(C)OC(=O)N1CCC1C(=O)Nc1ccc(OC(F)(F)F)c(-c2ccc(C(=O)Nc3ccc(CN4CCN(S(C)(=O)=O)CC4)cc3)cc2)c1, O=C([O-])[O-], CC(=O)[O-], Cl, [K+], [K+], C1COCCO1. Yields the product CS(=O)(=O)N1CCN(Cc2ccc(NC(=O)c3ccc(-c4cc(NC(=O)C5CCN5C(=O)O)ccc4OC(F)(F)F)cc3)cc2)CC1. Reaction SMILES: [C:1]([CH3:2])([CH3:3])([CH3:4])[O:5][C:6](=[O:7])[N:8]1[CH:9]([C:12]([NH:13][c:14]2[cH:15][c:16](-[c:25]3[cH:26][cH:27][c:28]([C:31]([NH:32][c:33]4[cH:34][cH:35][c:36]([CH2:39][N:40]5[CH2:41][CH2:42][N:43]([S:46](=[O:47])(=[O:48])[CH3:49])[CH2:44][CH2:45]5)[cH:37][cH:38]4)=[O:50])[cH:29][cH:30]3)[c:17]([O:20][C:21]([F:22])([F:23])[F:24])[cH:18][cH:19]2)=[O:51])[CH2:10][CH2:11]1.[C:53](=[O:54])([O-:55])[O-:56].[CH3:59][C:60](=[O:61])[O-:62].[ClH:52].[K+:57].[K+:58].[O:63]1[CH2:64][CH2:65][O:66][CH2:67][CH2:68]1>>[O:5]=[C:6]([OH:7])[N:8]1[CH:9]([C:12]([NH:13][c:14]2[cH:15][c:16](-[c:25]3[cH:26][cH:27][c:28]([C:31]([NH:32][c:33]4[cH:34][cH:35][c:36]([CH2:39][N:40]5[CH2:41][CH2:42][N:43]([S:46](=[O:47])(=[O:48])[CH3:49])[CH2:44][CH2:45]5)[cH:37][cH:38]4)=[O:50])[cH:29][cH:30]3)[c:17]([O:20][C:21]([F:22])([F:23])[F:24])[cH:18][cH:19]2)=[O:51])[CH2:10][CH2:11]1. Procedure details: Prepared from 8-(4-amino-benzyl)-3-butyl-1-(2-fluoro-benzyl)-3,7-dihydro-purine-2,6-dione and 2,3,5,6-tetramethyl-benzenesulfonyl chloride. Purity (ELSD, based on MW=617.7)=80%. The product is C(CCC)N1C(N(C(C=2NC(=NC12)CC1=CC=C(C=C1)NS(=O)(=O)C1=C(C(=CC(=C1C)C)C)C)=O)CC1=C(C=CC=C1)F)=O (N-{4-[3-Butyl-1-(2-fluoro-benzyl)-2,6-dioxo-2,3,6,7-tetrahydro-1H-purin-8-ylmethyl]-phenyl}-2,3,5,6-tetramethyl-benzenesulfonamide). RXN SMILES: [NH2:1][C:2]1[CH:31]=[CH:30][C:5]([CH2:6][C:7]2[NH:15][C:14]3[C:13](=[O:16])[N:12]([CH2:17][C:18]4[CH:23]=[CH:22][CH:21]=[CH:20][C:19]=4[F:24])[C:11](=[O:25])[N:10]([CH2:26][CH2:27][CH2:28][CH3:29])[C:9]=3[N:8]=2)=[CH:4][CH:3]=1.[CH3:32][C:33]1[C:38]([CH3:39])=[CH:37][C:36]([CH3:40])=[C:35]([CH3:41])[C:34]=1[S:42](Cl)(=[O:44])=[O:43]>>[CH2:26]([N:10]1[C:9]2[N:8]=[C:7]([CH2:6][C:5]3[CH:4]=[CH:3][C:2]([NH:1][S:42]([C:34]4[C:35]([CH3:41])=[C:36]([CH3:40])[CH:37]=[C:38]([CH3:39])[C:33]=4[CH3:32])(=[O:44])=[O:43])=[CH:31][CH:30]=3)[NH:15][C:14]=2[C:13](=[O:16])[N:12]([CH2:17][C:18]2[CH:23]=[CH:22][CH:21]=[CH:20][C:19]=2[F:24])[C:11]1=[O:25])[CH2:27][CH2:28][CH3:29]. The reactants are NC1=CC=C(CC2=NC=3N(C(N(C(C3N2)=O)CC2=C(C=CC=C2)F)=O)CCCC)C=C1 (8-(4-amino-benzyl)-3-butyl-1-(2-fluoro-benzyl)-3,7-dihydro-purine-2,6-dione), CC1=C(C(=C(C=C1C)C)C)S(=O)(=O)Cl (2,3,5,6-tetramethyl-benzenesulfonyl chloride). Starting materials: C=CC(=O)N(CCNC(=O)OC(C)(C)C)C(c1nc2cc(Cl)ccc2c(=O)n1Cc1ccccc1)C(C)C, ClCCl, O=C(O)C(F)(F)F, C=CC(=O)N(CCN)C(c1nc2cc(Cl)ccc2c(=O)n1Cc1ccccc1)C(C)C. Yields the product CC(C)C(c1nc2cc(Cl)ccc2c(=O)n1Cc1ccccc1)N1CCNCCC1=O. Reaction SMILES: [C:32]([O:33][C:34](=[O:35])[NH:36][CH2:37][CH2:38][N:39]([C:40](=[O:41])[CH:42]=[CH2:43])[CH:44]([c:45]1[n:46]([CH2:47][c:48]2[cH:49][cH:50][cH:51][cH:52][cH:53]2)[c:54](=[O:55])[c:56]2[c:57]([cH:58][c:59]([Cl:60])[cH:61][cH:62]2)[n:63]1)[CH:64]([CH3:65])[CH3:66])([CH3:67])([CH3:68])[CH3:69].[Cl:77][CH2:78][Cl:79].[F:70][C:71]([F:72])([F:73])[C:74]([OH:75])=[O:76].[NH2:1][CH2:2][CH2:3][N:4]([C:5]([CH:6]=[CH2:7])=[O:8])[CH:9]([CH:10]([CH3:11])[CH3:12])[c:13]1[n:14][c:15]2[cH:16][c:17]([Cl:31])[cH:18][cH:19][c:20]2[c:21](=[O:30])[n:22]1[CH2:23][c:24]1[cH:25][cH:26][cH:27][cH:28][cH:29]1>>[NH:1]1[CH2:2][CH2:3][N:4]([CH:9]([CH:10]([CH3:11])[CH3:12])[c:13]2[n:14][c:15]3[cH:16][c:17]([Cl:31])[cH:18][cH:19][c:20]3[c:21](=[O:30])[n:22]2[CH2:23][c:24]2[cH:25][cH:26][cH:27][cH:28][cH:29]2)[C:5](=[O:8])[CH2:6][CH2:7]1. Reactants: C(C1=CC=CC=C1)C1=C(N=C(S1)N)C1=CC=C(C=C1)OC (5-benzyl-4-(4-methoxy-phenyl)-thiazol-2-ylamine), COC=1C=C(C=CC1OC)CCC(=O)Cl (3-(3,4-dimethoxy-phenyl)-propionyl chloride). Product: C(C1=CC=CC=C1)C1=C(N=C(S1)NC(CCC1=CC(=C(C=C1)OC)OC)=O)C1=CC=C(C=C1)OC (N-[5-benzyl-4-(4-methoxy-phenyl)-thiazol-2-yl]-3-(3,4-dimethoxy-phenyl)-propanamide). The yield is 65.0%. As a reaction SMILES: [CH2:1]([C:8]1[S:12][C:11]([NH2:13])=[N:10][C:9]=1[C:14]1[CH:19]=[CH:18][C:17]([O:20][CH3:21])=[CH:16][CH:15]=1)[C:2]1[CH:7]=[CH:6][CH:5]=[CH:4][CH:3]=1.[CH3:22][O:23][C:24]1[CH:25]=[C:26]([CH2:32][CH2:33][C:34](Cl)=[O:35])[CH:27]=[CH:28][C:29]=1[O:30][CH3:31]>>[CH2:1]([C:8]1[S:12][C:11]([NH:13][C:34](=[O:35])[CH2:33][CH2:32][C:26]2[CH:27]=[CH:28][C:29]([O:30][CH3:31])=[C:24]([O:23][CH3:22])[CH:25]=2)=[N:10][C:9]=1[C:14]1[CH:15]=[CH:16][C:17]([O:20][CH3:21])=[CH:18][CH:19]=1)[C:2]1[CH:3]=[CH:4][CH:5]=[CH:6][CH:7]=1. Procedure details: A procedure similar to that in Example 4 was used. 5-benzyl-4-(4-methoxy-phenyl)-thiazol-2-ylamine prepared in Example 1 and 3-(3,4-dimethoxy-phenyl)-propionyl chloride prepared in the step 1 were used as starting materials, allowed to react at 35-40° C. for 10 hours, followed by post-treatment to obtain a crude product, which was purified by a silica gel column chromatography eluted with petroleum ether and ethyl acetate (4:1) to obtain a product as a white solid in a yield of 65.0%, mp: 142-14... The reactants are COC=1C=C(C(=O)N2CC(CC2)(CCOS(=O)(=O)C)C2=CC=C(C=C2)OC)C=C(C1OC)OC (1-(3,4,5-trimethoxybenzoyl)-3-(4-methoxyphenyl)-3-(2-methanesulfonyloxyethyl)pyrrolidine), C(C)(=O)OCC (ethyl acetate), C(C)OCCN1C(=NC2=C1C=CC=C2)N2CCNCCC2 (4-(1-(2-ethoxyethyl)-1H-benzimidazol-2-yl)[1,4]diazepane), C(C)(C)N(C(C)C)CC (N,N-diisopropylethylamine). The solvent is C(C)#N (acetonitrile), CO.C(C)(=O)OCC (methanol ethyl acetate), ClCCl (dichloromethane). Reaction conditions: time 18 hour. Product: COC=1C=C(C(=O)N2CC(CC2)(C2=CC=C(C=C2)OC)CCN2CCN(CCC2)C2=NC3=C(N2CCOCC)C=CC=C3)C=C(C1OC)OC (1-(3,4,5-Trimethoxybenzoyl)-3-(2-(4-(1-(2-ethoxyethyl)-1H-benzimidazol-2-yl)[1,4]diazepan-1-yl)ethyl)-3-(4-methoxyphenyl)pyrrolidine). RXN SMILES: [CH3:1][O:2][C:3]1[CH:4]=[C:5]([CH:28]=[C:29]([O:33][CH3:34])[C:30]=1[O:31][CH3:32])[C:6]([N:8]1[CH2:12][CH2:11][C:10]([C:20]2[CH:25]=[CH:24][C:23]([O:26][CH3:27])=[CH:22][CH:21]=2)([CH2:13][CH2:14]OS(C)(=O)=O)[CH2:9]1)=[O:7].[CH2:35]([O:37][CH2:38][CH2:39][N:40]1[C:44]2[CH:45]=[CH:46][CH:47]=[CH:48][C:43]=2[N:42]=[C:41]1[N:49]1[CH2:55][CH2:54][CH2:53][NH:52][CH2:51][CH2:50]1)[CH3:36].C(N(CC)C(C)C)(C)C.C(OCC)(=O)C>C(#N)C.ClCCl.CO.C(OCC)(=O)C>[CH3:34][O:33][C:29]1[CH:28]=[C:5]([CH:4]=[C:3]([O:2][CH3:1])[C:30]=1[O:31][CH3:32])[C:6]([N:8]1[CH2:12][CH2:11][C:10]([CH2:13][CH2:14][N:52]2[CH2:53][CH2:54][CH2:55][N:49]([C:41]3[N:40]([CH2:39][CH2:38][O:37][CH2:35][CH3:36])[C:44]4[CH:45]=[CH:46][CH:47]=[CH:48][C:43]=4[N:42]=3)[CH2:50][CH2:51]2)([C:20]2[CH:21]=[CH:22][C:23]([O:26][CH3:27])=[CH:24][CH:25]=2)[CH2:9]1)=[O:7] |f:6.7|. Reported procedure: Combine 1-(3,4,5-trimethoxybenzoyl)-3-(4-methoxyphenyl)-3-(2-methanesulfonyloxyethyl)pyrrolidine (0.94 g, 1.90 mmol), 4-(1-(2-ethoxyethyl)-1H-benzimidazol-2-yl)[1,4]diazepane (0.52 g, 1.80 mmol), and N,N-diisopropylethylamine (0.7 mL, 4.0 mmol) in acetonitrile (30 mL). Heat to reflux. After 18 hours, cool and dilute the reaction mixture ethyl acetate (300 mL). Extract three times with an aqueous 1% sodium bicarbonate solution, and then brine. Dry the organic layer over Na2SO4, filter, and concen... Reactants: CC=1OC2=C(C=CC=C2C(C1)=O)C=C(C(=O)OC)C(C)=O (methyl 2-[(2-methyl-4-oxo-4H-chromen-8-yl)methylene]-3-oxobutanoate), NC(C)=CC(CCC(C)C)=O (2-amino-7-methyloct-2-en-4-one). Run in C(C)O (ethanol). The product is CC=1NC(=C(C(C1C(=O)OC)C=1C=CC=C2C(C=C(OC12)C)=O)C(CCC(C)C)=O)C (Methyl 2,6-dimethyl-4-(2-methyl-4-oxo-4H-chromen-8-yl)-5-(4-methylpentanoyl)-1,4-dihydro-pyridine-3-carboxylate). RXN SMILES: [CH3:1][C:2]1[O:3][C:4]2[C:9]([C:10](=[O:12])[CH:11]=1)=[CH:8][CH:7]=[CH:6][C:5]=2[CH:13]=[C:14]([C:19](=O)[CH3:20])[C:15]([O:17][CH3:18])=[O:16].[NH2:22][C:23](=[CH:25][C:26](=[O:32])[CH2:27][CH2:28][CH:29]([CH3:31])[CH3:30])[CH3:24]>C(O)C>[CH3:20][C:19]1[NH:22][C:23]([CH3:24])=[C:25]([C:26](=[O:32])[CH2:27][CH2:28][CH:29]([CH3:30])[CH3:31])[CH:13]([C:5]2[CH:6]=[CH:7][CH:8]=[C:9]3[C:4]=2[O:3][C:2]([CH3:1])=[CH:11][C:10]3=[O:12])[C:14]=1[C:15]([O:17][CH3:18])=[O:16]. Procedure: 50 mg (0.175 mmol) of methyl 2-[(2-methyl-4-oxo-4H-chromen-8-yl)methylene]-3-oxobutanoate are dissolved with 35 mg (0.227 mmol) of 2-amino-7-methyloct-2-en-4-one in 3 ml of ethanol and heated under reflux under argon for 24 h. The reaction mixture is purified by preparative HPLC. Concentration of the fractions results in 45.3 mg (61% of theory) of the title compound as a white solid. The reactants are CC(=O)O, CSc1nc(-c2ccccc2)c(N)s1, OO. Product: CS(=O)c1nc(-c2ccccc2)c(N)s1. RXN SMILES: [CH3:17][C:18](=[O:19])[OH:20].[NH2:1][c:2]1[c:3](-[c:9]2[cH:10][cH:11][cH:12][cH:13][cH:14]2)[n:4][c:5]([S:7][CH3:8])[s:6]1.[OH:15][OH:16]>>[NH2:1][c:2]1[c:3](-[c:9]2[cH:10][cH:11][cH:12][cH:13][cH:14]2)[n:4][c:5]([S:7]([CH3:8])=[O:15])[s:6]1.